From a dataset of the Open Reaction Database (ORD), a public repository of structured organic reaction records. describe an organic reaction: reactants, conditions, products, and yield Starting materials: NC1=CC(N(C(N1)=O)C)=O (6-amino-3-methylpyrimidine-2,4(1H,3H)-dione), N(=O)[O-].[Na+] (sodium nitrite). Run in C(C)(=O)O (acetic acid), O (water). Reaction conditions: time 1 hour. Product: NC1=C(C(N(C(N1)=O)C)=O)N=O (6-amino-3-methyl-5-nitrosopyrimidine-2,4(1H,3H)-dione). Reaction SMILES: [NH2:1][C:2]1[NH:7][C:6](=[O:8])[N:5]([CH3:9])[C:4](=[O:10])[CH:3]=1.[N:11]([O-])=[O:12].[Na+]>C(O)(=O)C.O>[NH2:1][C:2]1[NH:7][C:6](=[O:8])[N:5]([CH3:9])[C:4](=[O:10])[C:3]=1[N:11]=[O:12] |f:1.2|. Procedure: To a solution of 6-amino-3-methylpyrimidine-2,4(1H,3H)-dione (6 g, 42.6 mmol) in acetic acid (50 mL) was added a solution of sodium nitrite (6.8 g, 98.6 mmol) in water (20 mL) dropwise, then the mixture was stirred at room temperature for 1 h. The mixture was filtered, the filter cake was washed with water and ethanol and dried under vacuum to give 6-amino-3-methyl-5-nitrosopyrimidine-2,4(1H,3H)-dione as violet solid, which was used directly in the next step. Reactants: C1=C(C=CC=2OC3=CC=CC=C3SC12)S(=O)(=O)N[C@@H](CCCNC(N)=N)C(=O)N1C(CC(CC1)C)C(=O)OCC (ethyl 1-[N2 -(2-phenoxathiinylsulfonyl)-L-arginyl]-4-methyl-2-piperidinecarboxylate), [OH-].[Na+] (NaOH). The solvent is CO (methanol). Reaction conditions: time 10 hour. Product: C1=C(C=CC=2OC3=CC=CC=C3SC12)S(=O)(=O)N[C@@H](CCCNC(N)=N)C(=O)N1C(CC(CC1)C)C(=O)O (1-[N2 -(2-phenoxathiinylsulfonyl)-L-arginyl]-4-methyl-2-piperidinecarboxylic acid). Yield: 30.0%. As a reaction SMILES: [CH:1]1[C:14]2[S:13][C:12]3[C:7](=[CH:8][CH:9]=[CH:10][CH:11]=3)[O:6][C:5]=2[CH:4]=[CH:3][C:2]=1[S:15]([NH:18][C@H:19]([C:27]([N:29]1[CH2:34][CH2:33][CH:32]([CH3:35])[CH2:31][CH:30]1[C:36]([O:38]CC)=[O:37])=[O:28])[CH2:20][CH2:21][CH2:22][NH:23][C:24](=[NH:26])[NH2:25])(=[O:17])=[O:16].[OH-].[Na+]>CO>[CH:1]1[C:14]2[S:13][C:12]3[C:7](=[CH:8][CH:9]=[CH:10][CH:11]=3)[O:6][C:5]=2[CH:4]=[CH:3][C:2]=1[S:15]([NH:18][C@H:19]([C:27]([N:29]1[CH2:34][CH2:33][CH:32]([CH3:35])[CH2:31][CH:30]1[C:36]([OH:38])=[O:37])=[O:28])[CH2:20][CH2:21][CH2:22][NH:23][C:24](=[NH:25])[NH2:26])(=[O:16])=[O:17] |f:1.2|. Procedure details: A solution of 3.5 g of ethyl 1-[N2 -(2-phenoxathiinylsulfonyl)-L-arginyl]-4-methyl-2-piperidinecarboxylate in 15 ml of methanol and 10 ml of 2N-NaOH solution was warmed to 30° C and held at that temperature for 10 hours. At the end of this period, the reaction mixture was concentrated and chromatographed on 200 ml of Daiaion® SK 102 ion exchange resin (200-300 mesh, H+ form, manufactured by Mitsubishi Chemical Industries Limited) packed in water, washed with ethanol-water (1:4) and eluted with e... The reactants are ClC1=CC(=NC2=CC=C(C=C12)C)C1=CC=C(C=C1)C (4-chloro-6-methyl-2-(4-methylphenyl)quinoline), N1CCC(C(=O)N)CC1 (isonipecotamide), C1(=CC=CC=C1)O (phenol). The solvent is O (water). Yields the product CC=1C=C2C(=CC(=NC2=CC1)C1=CC=C(C=C1)C)N1CCC(CC1)C(=O)N (1-[6-methyl-2-(4-methylphenyl)-4-quinolinyl]-4-piperidinecarboxamide). Isolated yield 74.0%. RXN SMILES: Cl[C:2]1[C:11]2[C:6](=[CH:7][CH:8]=[C:9]([CH3:12])[CH:10]=2)[N:5]=[C:4]([C:13]2[CH:18]=[CH:17][C:16]([CH3:19])=[CH:15][CH:14]=2)[CH:3]=1.[NH:20]1[CH2:28][CH2:27][CH:23]([C:24]([NH2:26])=[O:25])[CH2:22][CH2:21]1.C1(O)C=CC=CC=1>O>[CH3:12][C:9]1[CH:10]=[C:11]2[C:6](=[CH:7][CH:8]=1)[N:5]=[C:4]([C:13]1[CH:18]=[CH:17][C:16]([CH3:19])=[CH:15][CH:14]=1)[CH:3]=[C:2]2[N:20]1[CH2:28][CH2:27][CH:23]([C:24]([NH2:26])=[O:25])[CH2:22][CH2:21]1. Procedure details: A mixture of 3.2 g of 4-chloro-6-methyl-2-(4-methylphenyl)quinoline, 3.06 g (24 mmol) of isonipecotamide, and 6 g of phenol was stirred and heated in an oil bath at 160° for 4 hr. It was then cooled and diluted with water. Crystallization was induced by the addition of ethanol and scratching. The solid was collected and washed with ether to give 3.18 g of crude product. Recrystallization from n-butanol gave off-white prisms, mp 242°-244° dec. The reactants are COc1ccc2[nH]cc(C3=CCN(C4CCC(c5ccccc5)(N(C)C)CC4)CC3)c2c1, CCC(C)=O, C[Si](C)(C)Cl, Cl. Yields the product COc1ccc2[nH]cc(C3=CCN(C4CCC(c5ccccc5)(N(C)C)CC4)CC3)c2c1, Cl, Cl. Reaction SMILES: [CH3:2][O:3][c:4]1[cH:5][c:6]2[c:7]([C:13]3=[CH:18][CH2:17][N:16]([CH:19]4[CH2:20][CH2:21][C:22]([c:25]5[cH:26][cH:27][cH:28][cH:29][cH:30]5)([N:31]([CH3:32])[CH3:33])[CH2:23][CH2:24]4)[CH2:15][CH2:14]3)[cH:8][nH:9][c:10]2[cH:11][cH:12]1.[CH3:39][C:40]([CH2:41][CH3:42])=[O:43].[Cl:34][Si:35]([CH3:36])([CH3:37])[CH3:38].[ClH:1]>>[CH3:2][O:3][c:4]1[cH:5][c:6]2[c:7]([C:13]3=[CH:18][CH2:17][N:16]([CH:19]4[CH2:20][CH2:21][C:22]([c:25]5[cH:26][cH:27][cH:28][cH:29][cH:30]5)([N:31]([CH3:32])[CH3:33])[CH2:23][CH2:24]4)[CH2:15][CH2:14]3)[cH:8][nH:9][c:10]2[cH:11][cH:12]1.[ClH:1].[ClH:34]. The reactants are O[C@H]1C[C@H]([C@H](CC1)NC(OCC1=CC=CC=C1)=O)CO (benzyl (1S,2R,4R)-4-hydroxy-2-(hydroxymethyl)cyclohexylcarbamate), CCOC(=O)C (EtOAc), CCCCCC (hexane), C(C1=CC=CC=C1)(C1=CC=CC=C1)(C1=CC=CC=C1)Cl (trityl chloride). Solvent: N1=CC=CC=C1 (pyridine). Run at time 2 day. The product is O[C@H]1C[C@H]([C@H](CC1)NC(OCC1=CC=CC=C1)=O)COC(C1=CC=CC=C1)(C1=CC=CC=C1)C1=CC=CC=C1 (benzyl (1S,2R,4R)-4-hydroxy-2-(trityloxymethyl)cyclohexylcarbamate). Isolated yield 86.4%. As a reaction SMILES: [OH:1][C@@H:2]1[CH2:7][CH2:6][C@H:5]([NH:8][C:9](=[O:18])[O:10][CH2:11][C:12]2[CH:17]=[CH:16][CH:15]=[CH:14][CH:13]=2)[C@H:4]([CH2:19][OH:20])[CH2:3]1.[C:21](Cl)([C:34]1[CH:39]=[CH:38][CH:37]=[CH:36][CH:35]=1)([C:28]1[CH:33]=[CH:32][CH:31]=[CH:30][CH:29]=1)[C:22]1[CH:27]=[CH:26][CH:25]=[CH:24][CH:23]=1.CCOC(C)=O.CCCCCC>N1C=CC=CC=1>[OH:1][C@@H:2]1[CH2:7][CH2:6][C@H:5]([NH:8][C:9](=[O:18])[O:10][CH2:11][C:12]2[CH:17]=[CH:16][CH:15]=[CH:14][CH:13]=2)[C@H:4]([CH2:19][O:20][C:21]([C:22]2[CH:27]=[CH:26][CH:25]=[CH:24][CH:23]=2)([C:34]2[CH:35]=[CH:36][CH:37]=[CH:38][CH:39]=2)[C:28]2[CH:29]=[CH:30][CH:31]=[CH:32][CH:33]=2)[CH2:3]1. Procedure: A sample of benzyl (1S,2R,4R)-4-hydroxy-2-(hydroxymethyl)cyclohexylcarbamate (20.5 g, 73.4 mmol) was dissolved in anhydrous pyridine (140 mL) at room temperature prior to the addition of trityl chloride (20.46 g, 73.4 mmol) in one portion. The reaction mixture was stirred for two days. Pyridine was evaporated and the residue was dissolved in EtOAc. The solution was washed with water (2×) followed by brine. The combined aqueous layer was re-extracted with EtOAc. This organic layer was washed with...